From a dataset of the Open Reaction Database (ORD), a public repository of structured organic reaction records. describe an organic reaction: reactants, conditions, products, and yield Reactants: CCCCN1CCN(S(C)(=O)=O)c2ccc(C(=O)OC)cc21, CO, [K+], [OH-]. The product is CCCCN1CCN(S(C)(=O)=O)c2ccc(C(=O)O)cc21. As a reaction SMILES: [CH2:1]([CH2:2][CH2:3][CH3:4])[N:5]1[CH2:6][CH2:7][N:8]([S:19](=[O:20])(=[O:21])[CH3:22])[c:9]2[cH:10][cH:11][c:12]([C:15](=[O:16])[O:17][CH3:18])[cH:13][c:14]21.[CH3:25][OH:26].[K+:24].[OH-:23]>>[CH2:1]([CH2:2][CH2:3][CH3:4])[N:5]1[CH2:6][CH2:7][N:8]([S:19](=[O:20])(=[O:21])[CH3:22])[c:9]2[cH:10][cH:11][c:12]([C:15](=[O:16])[OH:17])[cH:13][c:14]21.